Dataset: the Open Reaction Database (ORD), a public repository of structured organic reaction records. Task: describe an organic reaction: reactants, conditions, products, and yield Reactants: BrC1=CC(=C(C=C1)O)F (4-bromo-2-fluorophenol), [H-].[Na+] (sodium hydride), [N+](=O)([O-])C=1C=C([N+](=CC1)[O-])C (4-nitro-2-picoline N-oxide). The solvent is CCOC(=O)C (EtOAc), CN1C(CCC1)=O (N-methylpyrrolidone). Conditions: temperature 180 celsius, time 20 minute. Product: BrC1=CC(=C(OC2=CC(=[N+](C=C2)[O-])C)C=C1)F (4-(4-Bromo-2-fluoro-phenoxy)-2-methyl-pyridine 1-oxide). As a reaction SMILES: [Br:1][C:2]1[CH:7]=[CH:6][C:5]([OH:8])=[C:4]([F:9])[CH:3]=1.[H-].[Na+].[N+]([C:15]1[CH:16]=[C:17]([CH3:22])[N+:18]([O-:21])=[CH:19][CH:20]=1)([O-])=O>CN1CCCC1=O.CCOC(C)=O>[Br:1][C:2]1[CH:7]=[CH:6][C:5]([O:8][C:15]2[CH:20]=[CH:19][N+:18]([O-:21])=[C:17]([CH3:22])[CH:16]=2)=[C:4]([F:9])[CH:3]=1 |f:1.2|. Procedure: To a solution of 4-bromo-2-fluorophenol (3.44 ml, 31.41 mmol) in N-methylpyrrolidone (20 ml) at r.t., was added sodium hydride (1.34 g, 56 mmol, 60% in mineral oil) portionwise. After stirring for 20 min, 4-nitro-2-picoline N-oxide (5.6 g, 36.12 mmol) was added. The reaction mixture was heated at 180° C. for 60 min. under microwave irradiation. After cooling to r.t. the mixture was diluted with EtOAc (250 ml), washed with water (250 ml) and then extracted with additional EtOAc (2×150 ml). The co... The reactants are ClC1=C(C(=CC2=C1N(C(S2)=O)C)Cl)C (4,6-dichloro-3,5-dimethyl-2-benzothiazolinone), BrN1C(CCC1=O)=O (N-bromosuccinimide), BrN1C(CCC1=O)=O (N-Bromosuccinimide). The reagents and catalysts are N(=NC(C#N)(CC(C)(C)OC)C)C(C#N)(CC(C)(OC)C)C (2,2'-azobis-(2,4-dimethyl-4-methoxyvaleronitrile)). Run in ClCCl (dichloromethane). Yields the product BrCC=1C(=CC2=C(N(C(S2)=O)C)C1Cl)Cl (5-bromomethyl-4,6-dichloro-3-methyl-2-benzothiazolinone). Isolated yield 70.0%. RXN SMILES: [Cl:1][C:2]1[C:7]2[N:8]([CH3:12])[C:9](=[O:11])[S:10][C:6]=2[CH:5]=[C:4]([Cl:13])[C:3]=1[CH3:14].[Br:15]N1C(=O)CCC1=O>N(C(C)(CC(C)(OC)C)C#N)=NC(C)(CC(OC)(C)C)C#N.ClCCl>[Br:15][CH2:14][C:3]1[C:4]([Cl:13])=[CH:5][C:6]2[S:10][C:9](=[O:11])[N:8]([CH3:12])[C:7]=2[C:2]=1[Cl:1]. Procedure: A mixture of 4,6-dichloro-3,5-dimethyl-2-benzothiazolinone (1.30 g), N-bromosuccinimide (1.03 g), 2,2'-azobis-(2,4-dimethyl-4-methoxyvaleronitrile) (65 mg) and dichloromethane (26 ml) was heated under reflux for 2 hours. N-Bromosuccinimide (500 mg) was added therein and the mixture was heated under reflux for additional 4 hours. The reaction mixture was washed with water twice and brine, dried over magnesium sulfate and evaporated in vacuo. The residue was crystallized from diethyl ether to give... Product: OCCc1ccc(C(F)(F)F)cc1. As a reaction SMILES: [Al+3:16].[CH2:22]1[O:23][CH2:24][CH2:25][CH2:26]1.[ClH:21].[F:1][C:2]([c:3]1[cH:4][cH:5][c:6]([CH2:9][C:10](=[O:11])[OH:12])[cH:7][cH:8]1)([F:13])[F:14].[H-:15].[H-:18].[H-:19].[H-:20].[Li+:17]>>[F:1][C:2]([c:3]1[cH:4][cH:5][c:6]([CH2:9][CH2:10][OH:11])[cH:7][cH:8]1)([F:13])[F:14]. Reactants: [Al+3], C1CCOC1, Cl, O=C(O)Cc1ccc(C(F)(F)F)cc1, [H-], [H-], [H-], [H-], [Li+]. The reactants are CC(C)(C)OC(=O)NC1CCC(=O)CC1NC(=O)OC(C)(C)C, CON, CO, Cl, c1ccncc1. Product: CON=C1CCC(NC(=O)OC(C)(C)C)C(NC(=O)OC(C)(C)C)C1. As a reaction SMILES: [C:1]([CH3:2])([CH3:3])([CH3:4])[O:5][C:6](=[O:7])[NH:8][CH:9]1[CH:10]([NH:16][C:17](=[O:18])[O:19][C:20]([CH3:21])([CH3:22])[CH3:23])[CH2:11][C:12](=[O:15])[CH2:13][CH2:14]1.[CH3:25][O:26][NH2:27].[CH3:34][OH:35].[ClH:24].[cH:28]1[cH:29][cH:30][n:31][cH:32][cH:33]1>>[C:1]([CH3:2])([CH3:3])([CH3:4])[O:5][C:6](=[O:7])[NH:8][CH:9]1[CH:10]([NH:16][C:17](=[O:18])[O:19][C:20]([CH3:21])([CH3:22])[CH3:23])[CH2:11][C:12](=[N:27][O:26][CH3:25])[CH2:13][CH2:14]1.